Dataset: the Open Reaction Database (ORD), a public repository of structured organic reaction records. Task: describe an organic reaction: reactants, conditions, products, and yield The reactants are FC1=C(OC(C)C2=CC=C(C(=O)OC)C=C2)C=CC(=C1)F (methyl 4-(1-(2,4-difluorophenoxy)ethyl)benzoate), [OH-].[Li+] (lithium hydroxide), Cl (hydrogen chloride). Solvent: C1CCC(CC1)O.O (anol water). Reaction conditions: time 12 hour. The product is FC1=C(OC(C)C2=CC=C(C(=O)O)C=C2)C=CC(=C1)F (4-(1-(2,4-difluorophenoxy)ethyl)benzoic acid). Yield: 84.5%. RXN SMILES: [F:1][C:2]1[CH:20]=[C:19]([F:21])[CH:18]=[CH:17][C:3]=1[O:4][CH:5]([C:7]1[CH:16]=[CH:15][C:10]([C:11]([O:13]C)=[O:12])=[CH:9][CH:8]=1)[CH3:6].[OH-].[Li+].Cl>C1CCC(O)CC1.O>[F:1][C:2]1[CH:20]=[C:19]([F:21])[CH:18]=[CH:17][C:3]=1[O:4][CH:5]([C:7]1[CH:16]=[CH:15][C:10]([C:11]([OH:13])=[O:12])=[CH:9][CH:8]=1)[CH3:6] |f:1.2,4.5|. Procedure: To the solution of methyl 4-(1-(2,4-difluorophenoxy)ethyl)benzoate (151 mg, 0.54 mmol) in meth anol/water (50 mL) was added lithium hydroxide (50 mg, 2.1 mmol), the solution was stirred at room temperature for 12 hours. Then the solution was acidified by hydrogen chloride (1 N/mol) pH to 6, extracted with dichloromethane (50 mL*3), evaporated the solvent and the residue was purified by column chromatography (silica gel, Petroleum ether/ethyl acetate=5:1) to give 4-(1-(2,4-difluorophenoxy)ethyl)b... The reactants are COC=1C=C2CCC(C2=CC1)=O (5-methoxy-1-indanone), C(C)OC(N(CCBr)CCBr)=O (bis-(2-bromo-ethyl)-carbamic acid ethyl ester), [H-].[Na+] (NaH). Solvent: C(C)(=O)OCC (ethyl acetate), CN(C)C=O (DMF). Conditions: temperature 50 celsius, time 16 hour. Product: COC=1C=C2CC3(CCN(CC3)C(=O)OCC)C(C2=CC1)=O (Ethyl 5-methoxy-1-oxo-1,3-dihydrospiro[indene-2,4′-piperidine]-1′-carboxylate). The yield is 31.5%. Reaction SMILES: [CH3:1][O:2][C:3]1[CH:4]=[C:5]2[C:9](=[CH:10][CH:11]=1)[C:8](=[O:12])[CH2:7][CH2:6]2.[CH2:13]([O:15][C:16](=[O:24])[N:17]([CH2:21][CH2:22]Br)[CH2:18][CH2:19]Br)[CH3:14].[H-].[Na+]>CN(C=O)C.C(OCC)(=O)C>[CH3:1][O:2][C:3]1[CH:4]=[C:5]2[C:9](=[CH:10][CH:11]=1)[C:8](=[O:12])[C:7]1([CH2:22][CH2:21][N:17]([C:16]([O:15][CH2:13][CH3:14])=[O:24])[CH2:18][CH2:19]1)[CH2:6]2 |f:2.3|. Reported procedure: To a stirred solution of 5-methoxy-1-indanone (1.0 g, 6.17 mmol) and bis-(2-bromo-ethyl)-carbamic acid ethyl ester (1.87 g, 6.17) in DMF (10 mL) at 50° C. was added NaH (0.370 g, 15.4 mmol) by small portions. After being stirred at 50° C. for 16 hr, the reaction was cooled to ambient temperature. The reaction was diluted with 15 mL of ethyl acetate and washed twice with 10 mL of water, dried over Na2SO4 and concentrated in vacuo. The crude product was purified by flash column (gradient of 85:15 ... The reactants are [N+](=O)([O-])C1=CC=C(C=C1)N(C1=CC=C(C=C1)[N+](=O)[O-])C1=CC=C(C=C1)[N+](=O)[O-] (Tris(4-nitrophenyl)amine), [Sn](Cl)Cl (tin dichloride). Solvent: Cl (hydrochloric acid). Yields the product NC1=CC=C(C=C1)N(C1=CC=C(C=C1)N)C1=CC=C(C=C1)N (tris(4-aminophenyl)amine). The yield is 99.3%. Reaction SMILES: [N+:1]([C:4]1[CH:9]=[CH:8][C:7]([N:10]([C:20]2[CH:25]=[CH:24][C:23]([N+:26]([O-])=O)=[CH:22][CH:21]=2)[C:11]2[CH:16]=[CH:15][C:14]([N+:17]([O-])=O)=[CH:13][CH:12]=2)=[CH:6][CH:5]=1)([O-])=O.[Sn](Cl)Cl>Cl>[NH2:1][C:4]1[CH:9]=[CH:8][C:7]([N:10]([C:20]2[CH:25]=[CH:24][C:23]([NH2:26])=[CH:22][CH:21]=2)[C:11]2[CH:16]=[CH:15][C:14]([NH2:17])=[CH:13][CH:12]=2)=[CH:6][CH:5]=1. Procedure details: Tris(4-nitrophenyl)amine (1.9 g) was suspended in 6 N hydrochloric acid (80 ml), and then tin dichloride (31.3 g) was added at room temperature and the mixture was heated to reflux for one day. After cooling, the reaction solution was filtered, and 6 N sodium hydroxide (160 ml) was added to the filtrate while cooling on ice. The mixture was extracted twice with dichloromethane (200 mL). The organic layer was collected and dried over sodium sulfate, and then concentrated to obtain 1.44 g of the t... Starting materials: C(C1=CC=CC=C1)NCCOC1=C(C=CC=C1)OC (benzyl-[2-(2-methoxy-phenoxy)-ethyl]-amine), C1(=CC=CC=C1)S(=O)(=O)N1C2=CC=CC=C2C=2C(=CC=CC12)OCC1OC1 (9-benzenesulfonyl-4-oxiranylmethoxy-9H-carbazole). Run in C(C)O (ethanol). Yields the product C1(=CC=CC=C1)S(=O)(=O)N1C2=CC=CC=C2C=2C(=CC=CC12)OCC(CN(CCOC1=C(C=CC=C1)OC)CC1=CC=CC=C1)O (1-(9-Benzenesulfonyl-9H-carbazol-4-yloxy)-3-{benzyl-[2-(2-methoxy-phenoxy)-ethyl]-amino}-propan-2-ol). RXN SMILES: [CH2:1]([NH:8][CH2:9][CH2:10][O:11][C:12]1[CH:17]=[CH:16][CH:15]=[CH:14][C:13]=1[O:18][CH3:19])[C:2]1[CH:7]=[CH:6][CH:5]=[CH:4][CH:3]=1.[C:20]1([S:26]([N:29]2[C:41]3[CH:40]=[CH:39][CH:38]=[C:37]([O:42][CH2:43][CH:44]4[CH2:46][O:45]4)[C:36]=3[C:35]3[C:30]2=[CH:31][CH:32]=[CH:33][CH:34]=3)(=[O:28])=[O:27])[CH:25]=[CH:24][CH:23]=[CH:22][CH:21]=1>C(O)C>[C:20]1([S:26]([N:29]2[C:41]3[CH:40]=[CH:39][CH:38]=[C:37]([O:42][CH2:43][CH:44]([OH:45])[CH2:46][N:8]([CH2:1][C:2]4[CH:3]=[CH:4][CH:5]=[CH:6][CH:7]=4)[CH2:9][CH2:10][O:11][C:12]4[CH:17]=[CH:16][CH:15]=[CH:14][C:13]=4[O:18][CH3:19])[C:36]=3[C:35]3[C:30]2=[CH:31][CH:32]=[CH:33][CH:34]=3)(=[O:27])=[O:28])[CH:21]=[CH:22][CH:23]=[CH:24][CH:25]=1. Procedure details: 7.4 g of benzyl-[2-(2-methoxy-phenoxy)-ethyl]-amine (29 mmol) were dissolved in 47 ml ethanol. To the stirred solution 10 g of 9-benzenesulfonyl-4-oxiranylmethoxy-9H-carbazole (26 mmol) were added and the mixture was heated under reflux for 15 h. The boiling solution was treated with 1 g of activated carbon for 30 min. The activated carbon was filtered off in the heat, and washed with 20 ml ethanol. The ethanol was rotary evaporated (Tbath 40° C., 20 mbar) and the crude material purified by liqu...